Task: describe an organic reaction: reactants, conditions, products, and yield. Dataset: the Open Reaction Database (ORD), a public repository of structured organic reaction records Reactants: COC(=O)CBr, CC(C)n1nc(-c2[nH]c(=O)oc2-c2ccccc2)ccc1=O, ClC(Cl)Cl, [H-], [Na+], CN(C)C=O, O. Yields the product COC(=O)Cn1c(-c2ccc(=O)n(C(C)C)n2)c(-c2ccccc2)oc1=O. Reaction SMILES: [Br:25][CH2:26][C:27](=[O:28])[O:29][CH3:30].[CH:1]([CH3:2])([CH3:3])[n:4]1[n:5][c:6](-[c:11]2[nH:12][c:13](=[O:22])[o:14][c:15]2-[c:16]2[cH:17][cH:18][cH:19][cH:20][cH:21]2)[cH:7][cH:8][c:9]1=[O:10].[Cl:37][CH:38]([Cl:39])[Cl:40].[H-:24].[Na+:23].[O:32]=[CH:33][N:34]([CH3:35])[CH3:36].[OH2:31]>>[CH:1]([CH3:2])([CH3:3])[n:4]1[n:5][c:6](-[c:11]2[n:12]([CH2:26][C:27](=[O:28])[O:29][CH3:30])[c:13](=[O:22])[o:14][c:15]2-[c:16]2[cH:17][cH:18][cH:19][cH:20][cH:21]2)[cH:7][cH:8][c:9]1=[O:10]. The reactants are CC1(CCCCC1)C=1C=C(C=CC1OC)\C(=C/C1=CC=C(C(=O)OCC)C=C1)\C (Ethyl 4-[(Z)-2-(3-(1-methylcyclohexyl)-4-methoxyphenyl)propenyl]benzoate), [OH-].[Na+] (sodium hydroxide). The solvent is CO (methanol). Run at temperature 40 celsius, time 2 hour. The product is CC1(CCCCC1)C=1C=C(C=CC1OC)\C(=C/C1=CC=C(C(=O)O)C=C1)\C (4-[(Z)-2-(3-(1-methylcyclohexyl)-4-methoxyphenyl)propenyl]benzoic acid). RXN SMILES: [CH3:1][C:2]1([C:8]2[CH:9]=[C:10](/[C:16](/[CH3:29])=[CH:17]\[C:18]3[CH:28]=[CH:27][C:21]([C:22]([O:24]CC)=[O:23])=[CH:20][CH:19]=3)[CH:11]=[CH:12][C:13]=2[O:14][CH3:15])[CH2:7][CH2:6][CH2:5][CH2:4][CH2:3]1.[OH-].[Na+]>CO>[CH3:1][C:2]1([C:8]2[CH:9]=[C:10](/[C:16](/[CH3:29])=[CH:17]\[C:18]3[CH:19]=[CH:20][C:21]([C:22]([OH:24])=[O:23])=[CH:27][CH:28]=3)[CH:11]=[CH:12][C:13]=2[O:14][CH3:15])[CH2:3][CH2:4][CH2:5][CH2:6][CH2:7]1 |f:1.2|. Procedure: 0.69 g (1.76 mmol) of the ester obtained in Example 31, in 15 ml of methanol, is treated with 1.58 g of sodium hydroxide. The reaction mixture is stirred at 40° C. for 2 h. After the same treatment as in Example 8, 462 mg (72%) of the expected derivative are isolated, which derivative melts at 175°-176° C.